Dataset: the Open Reaction Database (ORD), a public repository of structured organic reaction records. Task: describe an organic reaction: reactants, conditions, products, and yield Product: Cc1nc2cccc(N)c2s1. Starting materials: CC(=O)O, CCO, Cc1nc2cccc([N+](=O)[O-])c2s1, [Fe]. RXN SMILES: [CH3:14][C:15](=[O:16])[OH:17].[CH3:18][CH2:19][OH:20].[CH3:1][c:2]1[s:3][c:4]2[c:5]([n:6]1)[cH:7][cH:8][cH:9][c:10]2[N+:11]([O-:12])=[O:13].[Fe:21]>>[CH3:1][c:2]1[s:3][c:4]2[c:5]([n:6]1)[cH:7][cH:8][cH:9][c:10]2[NH2:11]. The reactants are ClC1=CC=C(C=C1)C1=C(C=2N(N=C1)C(NN2)=O)C2=CC=C(C=C2)Cl (7,8-bis(4-chlorophenyl)-[1,2,4]triazolo[4,3-b]pyridazin-3(2H)-one), CC1(C)CO1 (isobutylene oxide), C(=O)([O-])[O-].[K+].[K+] (K2CO3). The solvent is CN(C)C=O (DMF). Conditions: temperature 85 celsius, time 8 hour. Product: ClC1=CC=C(C=C1)C1=C(C=2N(N=C1)C(N(N2)CC(C)(C)O)=O)C2=CC=C(C=C2)Cl (7,8-bis(4-chlorophenyl)-2-(2-hydroxy-2-methylpropyl)-[1,2,4]triazolo[4,3-b]pyridazin-3(2H)-one). Isolated yield 76.5%. RXN SMILES: [Cl:1][C:2]1[CH:7]=[CH:6][C:5]([C:8]2[CH:13]=[N:12][N:11]3[C:14](=[O:17])[NH:15][N:16]=[C:10]3[C:9]=2[C:18]2[CH:23]=[CH:22][C:21]([Cl:24])=[CH:20][CH:19]=2)=[CH:4][CH:3]=1.[CH3:25][C:26]1([O:29][CH2:28]1)[CH3:27].C([O-])([O-])=O.[K+].[K+]>CN(C=O)C>[Cl:1][C:2]1[CH:7]=[CH:6][C:5]([C:8]2[CH:13]=[N:12][N:11]3[C:14](=[O:17])[N:15]([CH2:25][C:26]([OH:29])([CH3:28])[CH3:27])[N:16]=[C:10]3[C:9]=2[C:18]2[CH:23]=[CH:22][C:21]([Cl:24])=[CH:20][CH:19]=2)=[CH:4][CH:3]=1 |f:2.3.4|. Reported procedure: To a solution of 7,8-bis(4-chlorophenyl)-[1,2,4]triazolo[4,3-b]pyridazin-3(2H)-one, (20 mg, 0.056 mmol), prepared as described in Example 1, in 0.6 mL of DMF was added isobutylene oxide (4.0 mg, 0.056 mmol), followed by K2CO3 (15.5 mg, 0.112 mmol). The mixture was heated to 85° C. After stirring overnight, the reaction was allowed to cool to RT The reaction mixture was filtered (to remove excess of K2CO3). The collected solution was concentrated under reduced pressure. The crude product was puri... Starting materials: C(C1=CC=CC=C1)OC=1C=C(C2=C(NC(CO2)=O)C1)C(CNC(CC1=CC(=CC(=C1)C)C)(C)C)O (6-benzyloxy-8-{2-[2-(3,5-dimethylphenyl)-1,1-dimethylethylamino]-1-hydroxyethyl}-4H-benzo[1,4]oxazin-3-one), crude product, Cl (hydrochloride). Run in C(C)(C)O (isopropanol). The product is CC=1C=C(C=C(C1)C)CC(C)(C)NCC(O)C1=CC(=CC=2NC(COC21)=O)O (8-{2-[2-(3,5-dimethylphenyl)-1,1-dimethylethylamino]-1-hydroxyethyl}-6-hydroxy-4H-benzo[1,4]oxazin-3-one). As a reaction SMILES: C([O:8][C:9]1[CH:10]=[C:11]([CH:20]([OH:35])[CH2:21][NH:22][C:23]([CH3:34])([CH3:33])[CH2:24][C:25]2[CH:30]=[C:29]([CH3:31])[CH:28]=[C:27]([CH3:32])[CH:26]=2)[C:12]2[O:17][CH2:16][C:15](=[O:18])[NH:14][C:13]=2[CH:19]=1)C1C=CC=CC=1.Cl>C(O)(C)C>[CH3:32][C:27]1[CH:26]=[C:25]([CH2:24][C:23]([NH:22][CH2:21][CH:20]([C:11]2[C:12]3[O:17][CH2:16][C:15](=[O:18])[NH:14][C:13]=3[CH:19]=[C:9]([OH:8])[CH:10]=2)[OH:35])([CH3:34])[CH3:33])[CH:30]=[C:29]([CH3:31])[CH:28]=1. Reported procedure: The target compound was obtained after hydrogenolysis of 0.90 g (1.71 mmol) of 6-benzyloxy-8-{2-[2-(3,5-dimethylphenyl)-1,1-dimethylethylamino]-1-hydroxyethyl}-4H-benzo[1,4]oxazin-3-one and recrystallization of the crude product from isopropanol. White solid. Yield: 0.50 g (69%, hydrochloride); melting point: 235° C.-238° C.; mass spectroscopy: [M+H]+=385. Reactants: COC(=O)c1ccc(CCc2cc(Br)ccc2OCc2ccccc2)nc1Cl, CCO, N. The product is NC(=O)c1ccc(CCc2cc(Br)ccc2OCc2ccccc2)nc1Cl. Reaction SMILES: [CH2:1]([c:2]1[cH:3][cH:4][cH:5][cH:6][cH:7]1)[O:8][c:9]1[c:10]([CH2:11][CH2:12][c:13]2[cH:14][cH:15][c:16]([C:20](=[O:21])[O:22][CH3:23])[c:17]([Cl:19])[n:18]2)[cH:24][c:25]([Br:28])[cH:26][cH:27]1.[CH3:30][CH2:31][OH:32].[NH3:29]>>[CH2:1]([c:2]1[cH:3][cH:4][cH:5][cH:6][cH:7]1)[O:8][c:9]1[c:10]([CH2:11][CH2:12][c:13]2[cH:14][cH:15][c:16]([C:20](=[O:21])[NH2:29])[c:17]([Cl:19])[n:18]2)[cH:24][c:25]([Br:28])[cH:26][cH:27]1. Reactants: C(C)OC(=O)N=S(=O)(C1=CC(=CC=C1)CNC1=CC=C2C(=NC=NC2=C1)NC=1SC=CN1)C ((RS)-N-(ethoxycarbonyl)-S-methyl-S-[3-({[4-(thiazol-2-ylamino)quinazolin-7-yl]amino}methyl)phenyl]sulphoximide), ClCCl.CO (dichloromethane methanol), →. Solvent: CO (methanol). Product: CS(=O)(=N)C1=CC(=CC=C1)CNC1=CC=C2C(=NC=NC2=C1)NC=1SC=CN1 ((RS)-S-Methyl-S-[3-({[4-(thiazol-2-ylamino)quinazolin-7-yl]amino}methyl)-phenyl]sulphoximide). Yield: 77.0%. As a reaction SMILES: C(OC([N:6]=[S:7]([CH3:33])([C:9]1[CH:14]=[CH:13][CH:12]=[C:11]([CH2:15][NH:16][C:17]2[CH:26]=[C:25]3[C:20]([C:21]([NH:27][C:28]4[S:29][CH:30]=[CH:31][N:32]=4)=[N:22][CH:23]=[N:24]3)=[CH:19][CH:18]=2)[CH:10]=1)=[O:8])=O)C.ClCCl.CO>CO>[CH3:33][S:7]([C:9]1[CH:14]=[CH:13][CH:12]=[C:11]([CH2:15][NH:16][C:17]2[CH:26]=[C:25]3[C:20]([C:21]([NH:27][C:28]4[S:29][CH:30]=[CH:31][N:32]=4)=[N:22][CH:23]=[N:24]3)=[CH:19][CH:18]=2)[CH:10]=1)(=[NH:6])=[O:8] |f:1.2|. Procedure: According to GWP 6, the conversion of (RS)-N-(ethoxycarbonyl)-S-methyl-S-[3-({[4-(thiazol-2-ylamino)quinazolin-7-yl]amino}methyl)phenyl]sulphoximide (40 mg, 0.083 mmol) and chromatographic purification (silica gel, dichloromethane/methanol: 0→20% methanol) gives the desired product in 77% yield (26 mg). Reactants: CCCCOCCOc1ccc(-c2ccc3c(c2)C=C(C(=O)Nc2ccc(SCc4nncn4CCC)cc2)CCCN3CCC)cc1, O=C(OO)c1cccc(Cl)c1, ClCCl, [Na+], [Na+], O=S([O-])([O-])=S. Product: CCCCOCCOc1ccc(-c2ccc3c(c2)C=C(C(=O)Nc2ccc(S(=O)Cc4nncn4CCC)cc2)CCCN3CCC)cc1. As a reaction SMILES: [CH2:1]([CH2:2][CH2:3][CH3:4])[O:5][CH2:6][CH2:7][O:8][c:9]1[cH:10][cH:11][c:12](-[c:15]2[cH:16][cH:17][c:18]3[c:19]([cH:48]2)[CH:20]=[C:21]([C:29](=[O:30])[NH:31][c:32]2[cH:33][cH:34][c:35]([S:38][CH2:39][c:40]4[n:41][n:42][cH:43][n:44]4[CH2:45][CH2:46][CH3:47])[cH:36][cH:37]2)[CH2:22][CH2:23][CH2:24][N:25]3[CH2:26][CH2:27][CH3:28])[cH:13][cH:14]1.[Cl:49][c:50]1[cH:51][cH:52][cH:53][c:54]([C:55]([O:56][OH:58])=[O:57])[cH:59]1.[Cl:67][CH2:68][Cl:69].[Na+:65].[Na+:66].[S:60]([O-:61])([O-:62])(=[O:63])=[S:64]>>[CH2:1]([CH2:2][CH2:3][CH3:4])[O:5][CH2:6][CH2:7][O:8][c:9]1[cH:10][cH:11][c:12](-[c:15]2[cH:16][cH:17][c:18]3[c:19]([cH:48]2)[CH:20]=[C:21]([C:29](=[O:30])[NH:31][c:32]2[cH:33][cH:34][c:35]([S:38]([CH2:39][c:40]4[n:41][n:42][cH:43][n:44]4[CH2:45][CH2:46][CH3:47])=[O:57])[cH:36][cH:37]2)[CH2:22][CH2:23][CH2:24][N:25]3[CH2:26][CH2:27][CH3:28])[cH:13][cH:14]1. Starting materials: NC(=O)CCC(=O)NBr, Cc1cc(Br)ccc1C#N, O=C(OOC(=O)c1ccccc1)c1ccccc1, ClC(Cl)(Cl)Cl. The product is N#Cc1ccc(Br)cc1CBr. Reaction SMILES: [Br:11][NH:12][C:13](=[O:14])[CH2:15][CH2:16][C:17]([NH2:18])=[O:19].[Br:1][c:2]1[cH:3][c:4]([CH3:10])[c:5]([C:6]#[N:7])[cH:8][cH:9]1.[C:20]([O:21][O:22][C:23](=[O:24])[c:25]1[cH:26][cH:27][cH:28][cH:29][cH:30]1)(=[O:31])[c:32]1[cH:33][cH:34][cH:35][cH:36][cH:37]1.[Cl:38][C:39]([Cl:40])([Cl:41])[Cl:42]>>[Br:1][c:2]1[cH:3][c:4]([CH2:10][Br:11])[c:5]([C:6]#[N:7])[cH:8][cH:9]1.